Dataset: the Open Reaction Database (ORD), a public repository of structured organic reaction records. Task: describe an organic reaction: reactants, conditions, products, and yield Procedure: The title compound was synthesized in a manner analogous to that described for Intermediate 70, using 6-aminohexanol in place of 8-aminooctanol. ES/MS calcd. for C31H35N4O6S+ 591.2. Found m/z=591.3 (M+H)+. The product is OCCCCCCNC(=O)C=1C=C(C=CC1)S(=O)(=O)C=1C=C2C(=C(C=NC2=C(C1)C)C(=O)N)NC1=CC(=CC=C1)OC (6-[[3-[(6-Hydroxyhexyl)carbamoyl]phenyl]sulfonyl]-4-[(3-methoxyphenyl)amino]-8-methylquinoline-3-carboxamide). The reactants are OCCCCCCCCNC(=O)C=1C=C(C=CC1)S(=O)(=O)C=1C=C2C(=C(C=NC2=C(C1)C)C(=O)N)NC1=CC(=CC=C1)OC (6-[[3-[(8-Hydroxyoctyl)carbamoyl]phenyl]sulfonyl]-4-[(3-methoxyphenyl)amino]-8-methylquinoline-3-carboxamide), NCCCCCCO (6-aminohexanol), C31H35N4O6S. RXN SMILES: OCCCC[CH2:6][CH2:7][CH2:8][CH2:9][NH:10][C:11]([C:13]1[CH:14]=[C:15]([S:19]([C:22]2[CH:23]=[C:24]3[C:29](=[C:30]([CH3:32])[CH:31]=2)[N:28]=[CH:27][C:26]([C:33]([NH2:35])=[O:34])=[C:25]3[NH:36][C:37]2[CH:42]=[CH:41][CH:40]=[C:39]([O:43][CH3:44])[CH:38]=2)(=[O:21])=[O:20])[CH:16]=[CH:17][CH:18]=1)=[O:12].NCCCC[CH2:50][CH2:51][OH:52]>>[OH:52][CH2:51][CH2:50][CH2:6][CH2:7][CH2:8][CH2:9][NH:10][C:11]([C:13]1[CH:14]=[C:15]([S:19]([C:22]2[CH:23]=[C:24]3[C:29](=[C:30]([CH3:32])[CH:31]=2)[N:28]=[CH:27][C:26]([C:33]([NH2:35])=[O:34])=[C:25]3[NH:36][C:37]2[CH:42]=[CH:41][CH:40]=[C:39]([O:43][CH3:44])[CH:38]=2)(=[O:21])=[O:20])[CH:16]=[CH:17][CH:18]=1)=[O:12].